From a dataset of the Open Reaction Database (ORD), a public repository of structured organic reaction records. describe an organic reaction: reactants, conditions, products, and yield Starting materials: O=C1CCC(CC1)C1=CC=C(C(=O)Cl)C=C1 (4-(4-Oxocyclohexyl)benzoyl chloride), C1(=CC=CC=C1)C1CCC(CC1)=O (4-phenylcyclohexanone), CNC (dimethylamine). Run at time 2 hour. Yields the product CN(C(C1=CC=C(C=C1)C1CCC(CC1)=O)=O)C (N,N-dimethyl-4-(4-oxocyclohexyl)benzamide). Isolated yield 68.0%. As a reaction SMILES: [O:1]=[C:2]1[CH2:7][CH2:6][CH:5]([C:8]2[CH:16]=[CH:15][C:11]([C:12](Cl)=[O:13])=[CH:10][CH:9]=2)[CH2:4][CH2:3]1.C1(C2CCC(=O)CC2)C=CC=CC=1.[CH3:30][NH:31][CH3:32]>>[CH3:30][N:31]([CH3:32])[C:12](=[O:13])[C:11]1[CH:15]=[CH:16][C:8]([CH:5]2[CH2:6][CH2:7][C:2](=[O:1])[CH2:3][CH2:4]2)=[CH:9][CH:10]=1. Procedure details: 4-(4-Oxocyclohexyl)benzoyl chloride [obtainable by reacting 0.75 mol (130.7 g) of 4-phenylcyclohexanone with 1 mol of oxalyl chloride and 2 mol of AlCl3 in dichloromethane, followed by hydrolysis with ice-water/HCl] is added to an aqueous solution (15%) of 3 mol of dimethylamine and the mixture is stirred for 2 hours at 0 to 5°. It is worked up in conventional manner to give 125.2 g of N,N-dimethyl-4-(4-oxocyclohexyl)benzamide, m.p. 118°; yield: 68% based on 4-phenylcyclohexanone. Reactants: O=C([O-])[O-], CI, CCOCC, CC(C)=O, Ic1cccc(CNC2CC2)c1, [K+], [K+]. Product: CN(Cc1cccc(I)c1)C1CC1. RXN SMILES: [C:13](=[O:14])([O-:15])[O-:16].[CH3:19][I:20].[CH3:21][CH2:22][O:23][CH2:24][CH3:25].[CH3:26][C:27](=[O:28])[CH3:29].[CH:1]1([NH:4][CH2:5][c:6]2[cH:7][c:8]([I:12])[cH:9][cH:10][cH:11]2)[CH2:2][CH2:3]1.[K+:17].[K+:18]>>[CH:1]1([N:4]([CH2:5][c:6]2[cH:7][c:8]([I:12])[cH:9][cH:10][cH:11]2)[CH3:13])[CH2:2][CH2:3]1. The reactants are CCO, ClCCN1CCCC1, Cl, [K+], [K+], O=C([O-])[O-], O, COc1cc2oc(=O)c(-c3ccc(C(F)(F)F)cc3)c(Cc3ccc(O)cc3)c2cc1C. Product: COc1cc2oc(=O)c(-c3ccc(C(F)(F)F)cc3)c(Cc3ccc(OCCN4CCCC4)cc3)c2cc1C. As a reaction SMILES: [CH3:49][CH2:50][OH:51].[Cl:39][CH2:40][CH2:41][N:42]1[CH2:43][CH2:44][CH2:45][CH2:46]1.[ClH:47].[K+:33].[K+:34].[O-:35][C:36]([O-:37])=[O:38].[OH2:48].[OH:1][c:2]1[cH:3][cH:4][c:5]([CH2:6][c:7]2[c:8](-[c:21]3[cH:22][cH:23][c:24]([C:27]([F:28])([F:29])[F:30])[cH:25][cH:26]3)[c:9](=[O:20])[o:10][c:11]3[cH:12][c:13]([O:18][CH3:19])[c:14]([CH3:17])[cH:15][c:16]23)[cH:31][cH:32]1>>[O:1]([c:2]1[cH:3][cH:4][c:5]([CH2:6][c:7]2[c:8](-[c:21]3[cH:22][cH:23][c:24]([C:27]([F:28])([F:29])[F:30])[cH:25][cH:26]3)[c:9](=[O:20])[o:10][c:11]3[cH:12][c:13]([O:18][CH3:19])[c:14]([CH3:17])[cH:15][c:16]23)[cH:31][cH:32]1)[CH2:40][CH2:41][N:42]1[CH2:43][CH2:44][CH2:45][CH2:46]1. The reactants are CO, CC1CCCN(CCCOc2ccc(-c3ccnc(Cl)c3)cc2)C1, [Na+], [OH-]. The product is CC1CCCN(CCCOc2ccc(-c3ccnc(O)c3)cc2)C1. RXN SMILES: [CH3:27][OH:28].[Cl:1][c:2]1[n:3][cH:4][cH:5][c:6](-[c:8]2[cH:9][cH:10][c:11]([O:14][CH2:15][CH2:16][CH2:17][N:18]3[CH2:19][CH:20]([CH3:24])[CH2:21][CH2:22][CH2:23]3)[cH:12][cH:13]2)[cH:7]1.[Na+:26].[OH-:25]>>[c:2]1([OH:25])[n:3][cH:4][cH:5][c:6](-[c:8]2[cH:9][cH:10][c:11]([O:14][CH2:15][CH2:16][CH2:17][N:18]3[CH2:19][CH:20]([CH3:24])[CH2:21][CH2:22][CH2:23]3)[cH:12][cH:13]2)[cH:7]1. Starting materials: C(=O)(O)[O-].[Na+] (NaHCO3), C(C)(C)(C)OC(NC=1[C@@](OC[C@@](N1)(C)C1=C(C=CC(=C1)N)F)(C(F)(F)F)C)=O ([(2R,5R)-5-(5-amino-2-fluoro-phenyl)-2,5-dimethyl-2-trifluoromethyl-5,6-dihydro-2H-[1,4]oxazin-3-yl]-carbamic acid tert-butyl ester), ClC=1C2=C(N=CN1)C=C(C=N2)Cl (4,7-dichloro-pyrido[3,2-d]pyrimidine), Cl (HCl). The solvent is CC(C)(C)O (tBuOH), O1CCOCC1 (dioxane). Run at temperature 100 celsius. Yields the product Cl.Cl.NC1=N[C@](CO[C@]1(C(F)(F)F)C)(C)C=1C=C(C=CC1F)NC=1C2=C(N=CN1)C=C(C=N2)Cl ([3-((3R,6R)-5-Amino-3,6-dimethyl-6-trifluoromethyl-3,6-dihydro-2H-[1,4]oxazin-3-yl)-4-fluoro-phenyl]-(7-chloro-pyrido[3,2-d]pyrimidin-4-yl)-amine di-hydrochloride). RXN SMILES: C(OC(=O)[NH:7][C:8]1[C@:9]([CH3:27])([C:23]([F:26])([F:25])[F:24])[O:10][CH2:11][C@:12]([C:15]2[CH:20]=[C:19]([NH2:21])[CH:18]=[CH:17][C:16]=2[F:22])([CH3:14])[N:13]=1)(C)(C)C.[Cl:29][C:30]1[C:31]2[N:39]=[CH:38][C:37]([Cl:40])=[CH:36][C:32]=2[N:33]=[CH:34][N:35]=1.[ClH:41].C([O-])(O)=O.[Na+]>CC(O)(C)C.O1CCOCC1>[ClH:29].[ClH:41].[NH2:7][C:8]1[C@:9]([CH3:27])([C:23]([F:24])([F:25])[F:26])[O:10][CH2:11][C@:12]([C:15]2[CH:20]=[C:19]([NH:21][C:30]3[C:31]4[N:39]=[CH:38][C:37]([Cl:40])=[CH:36][C:32]=4[N:33]=[CH:34][N:35]=3)[CH:18]=[CH:17][C:16]=2[F:22])([CH3:14])[N:13]=1 |f:3.4,7.8.9|. Reported procedure: To a solution of [(2R,5R)-5-(5-amino-2-fluoro-phenyl)-2,5-dimethyl-2-trifluoromethyl-5,6-dihydro-2H-[1,4]oxazin-3-yl]-carbamic acid tert-butyl ester (CAS registry 1262859-70-0) (138 mg, 0.34 mmol) and 4,7-dichloro-pyrido[3,2-d]pyrimidine (CAS registry 917757-12-1) (75 mg, 0.374 mmol) in tBuOH (2 ml) was added 0.1 ml 4N HCl in dioxane and the reaction mixture was heated in a microwave oven for 1 h at 100° C. The reaction mixture was basified with saturated NaHCO3 solution and the product was extr... Reaction SMILES: [NH:1]([C:15]([O:17][C:18]([CH3:21])([CH3:20])[CH3:19])=[O:16])[C@H:2]([C:12]([OH:14])=O)[CH2:3][O:4][CH2:5][C:6]1[CH:11]=[CH:10][CH:9]=[CH:8][CH:7]=1.[NH2:22][C@H:23]([C:28]([O:30][CH2:31][CH3:32])=[O:29])[CH2:24][CH:25]([CH3:27])[CH3:26]>>[NH:1]([C:15]([O:17][C:18]([CH3:21])([CH3:20])[CH3:19])=[O:16])[C@H:2]([C:12]([NH:22][C@H:23]([C:28]([O:30][CH2:31][CH3:32])=[O:29])[CH2:24][CH:25]([CH3:27])[CH3:26])=[O:14])[CH2:3][O:4][CH2:5][C:6]1[CH:7]=[CH:8][CH:9]=[CH:10][CH:11]=1. The product is N([C@@H](COCC1=CC=CC=C1)C(=O)N[C@@H](CC(C)C)C(=O)OCC)C(=O)OC(C)(C)C (Boc-Ser(Bzl)-Leu-OEt). Procedure details: By using 7.37 g of Boc-Ser(Bzl)-OH and 5.00 g of H-Leu-OEt, and the same procedure as in Reference Example 15 was repeated to obtain 7.53 g (yield: 69.1%) of the above-mentioned objective product. Starting materials: N([C@@H](COCC1=CC=CC=C1)C(=O)O)C(=O)OC(C)(C)C (Boc-Ser(Bzl)-OH), N[C@@H](CC(C)C)C(=O)OCC (H-Leu-OEt). Isolated yield 69.1%.